This data is from the Open Reaction Database (ORD), a public repository of structured organic reaction records. The task is: describe an organic reaction: reactants, conditions, products, and yield Reactants: F[B]F.N[C@@H]1CN(CC12CC2)C2=C(C=C1C(C(=CN(C1=C2OC)[C@H]2[C@H](C2)F)C(=O)O)=O)F ((−)-7-{(7S)-7-Amino-5-azaspiro[2.4]heptan-5-yl}-6 -fluoro-1-[(1R, 2S)-2-fluoro-1-cyclopropyl]-1,4-dihydro-8-methoxy-4-oxo-3-quinolinecarboxylic acid difluoroboron), resultant mixture. Run in hydrated ethanol, C(C)N(CC)CC (Triethylamine). Reaction conditions: time 3 hour. Product: N[C@@H]1CN(CC12CC2)C2=C(C=C1C(C(=CN(C1=C2OC)[C@H]2[C@H](C2)F)C(=O)O)=O)F ((−)-7-{(7S)-7-Amino-5-azaspiro[2.4]heptan-5-yl}-6-fluoro-1-[(1R, 2S)-2-fluoro-1-cyclopropyl]-1,4-dihydro-8-methoxy-4-oxo-3-quinolinecarboxylic acid). Yield: 0.1%. Reaction SMILES: F[B]F.[NH2:4][C@H:5]1[C:9]2([CH2:11][CH2:10]2)[CH2:8][N:7]([C:12]2[C:21]([O:22][CH3:23])=[C:20]3[C:15]([C:16](=[O:31])[C:17]([C:28]([OH:30])=[O:29])=[CH:18][N:19]3[C@@H:24]3[CH2:26][C@@H:25]3[F:27])=[CH:14][C:13]=2[F:32])[CH2:6]1>C(N(CC)CC)C>[NH2:4][C@H:5]1[C:9]2([CH2:10][CH2:11]2)[CH2:8][N:7]([C:12]2[C:21]([O:22][CH3:23])=[C:20]3[C:15]([C:16](=[O:31])[C:17]([C:28]([OH:30])=[O:29])=[CH:18][N:19]3[C@@H:24]3[CH2:26][C@@H:25]3[F:27])=[CH:14][C:13]=2[F:32])[CH2:6]1 |f:0.1,^1:1|. Procedure details: (−)-7-{(7S)-7-Amino-5-azaspiro[2.4]heptan-5-yl}-6 -fluoro-1-[(1R, 2S)-2-fluoro-1-cyclopropyl]-1,4-dihydro-8-methoxy-4-oxo-3-quinolinecarboxylic acid difluoroboron chelate (1.14 g; 2.52 mol) was dissolved in 80% hydrated ethanol (100 ml; prepared by mixing 4 volumes of ethanol and one volume of water). Triethylamine (2 ml) was added thereto and the resultant mixture was subjected to reflux for 3 hours. The solvent was evaporated, and the residue was dissolved by the addition of concentrated HCl (... Reactants: CCN=C=NCCCN(C)C, CN(C)C=O, Cl, Nc1cccc(Oc2ccc3nc(NC(=O)C4CC4)cn3n2)c1, O=C(O)c1ccc(C(F)(F)F)cc1, On1nnc2ccccc21. The product is O=C(Nc1cccc(Oc2ccc3nc(NC(=O)C4CC4)cn3n2)c1)c1ccc(C(F)(F)F)cc1. RXN SMILES: [CH3:38][N:39]([CH3:40])[CH2:41][CH2:42][CH2:43][N:44]=[C:45]=[N:46][CH2:47][CH3:48].[CH3:59][N:60]([CH3:61])[CH:62]=[O:63].[ClH:37].[NH2:1][c:2]1[cH:3][c:4]([O:5][c:6]2[cH:7][cH:8][c:9]3[n:10]([n:11]2)[cH:12][c:13]([NH:15][C:16](=[O:17])[CH:18]2[CH2:19][CH2:20]2)[n:14]3)[cH:21][cH:22][cH:23]1.[OH:24][C:25](=[O:26])[c:27]1[cH:28][cH:29][c:30]([C:33]([F:34])([F:35])[F:36])[cH:31][cH:32]1.[OH:49][n:50]1[c:51]2[cH:52][cH:53][cH:54][cH:55][c:56]2[n:57][n:58]1>>[NH:1]([c:2]1[cH:3][c:4]([O:5][c:6]2[cH:7][cH:8][c:9]3[n:10]([n:11]2)[cH:12][c:13]([NH:15][C:16](=[O:17])[CH:18]2[CH2:19][CH2:20]2)[n:14]3)[cH:21][cH:22][cH:23]1)[C:25](=[O:24])[c:27]1[cH:28][cH:29][c:30]([C:33]([F:34])([F:35])[F:36])[cH:31][cH:32]1. The reactants are CCc1cnc(N2CCN(C(=O)c3ccc(Br)cc3N3CCCS3(=O)=O)CC2)c(C)c1, CC1(C)C=NC(=O)O1. The product is CCc1cnc(N2CCN(C(=O)c3ccc(N4CC(C)(C)OC4=O)cc3N3CCCS3(=O)=O)CC2)c(C)c1. Reaction SMILES: [Br:1][c:2]1[cH:3][c:4]([N:25]2[S:26](=[O:30])(=[O:31])[CH2:27][CH2:28][CH2:29]2)[c:5]([C:8](=[O:9])[N:10]2[CH2:11][CH2:12][N:13]([c:16]3[n:17][cH:18][c:19]([CH2:23][CH3:24])[cH:20][c:21]3[CH3:22])[CH2:14][CH2:15]2)[cH:6][cH:7]1.[CH3:32][C:33]1([CH3:39])[CH:34]=[N:35][C:36](=[O:38])[O:37]1>>[c:2]1([N:35]2[CH2:34][C:33]([CH3:32])([CH3:39])[O:37][C:36]2=[O:38])[cH:3][c:4]([N:25]2[S:26](=[O:30])(=[O:31])[CH2:27][CH2:28][CH2:29]2)[c:5]([C:8](=[O:9])[N:10]2[CH2:11][CH2:12][N:13]([c:16]3[n:17][cH:18][c:19]([CH2:23][CH3:24])[cH:20][c:21]3[CH3:22])[CH2:14][CH2:15]2)[cH:6][cH:7]1. Starting materials: CNS(C)(=O)=O, CN1CCCC1=O, Cc1ccc(C#N)c(F)c1, O. The product is Cc1ccc(C#N)c(N(C)S(C)(=O)=O)c1. As a reaction SMILES: [CH3:11][NH:12][S:13](=[O:14])(=[O:15])[CH3:16].[CH3:18][N:19]1[CH2:20][CH2:21][CH2:22][C:23]1=[O:24].[F:1][c:2]1[c:3]([C:4]#[N:5])[cH:6][cH:7][c:8]([CH3:10])[cH:9]1.[OH2:17]>>[c:2]1([N:12]([CH3:11])[S:13](=[O:14])(=[O:15])[CH3:16])[c:3]([C:4]#[N:5])[cH:6][cH:7][c:8]([CH3:10])[cH:9]1. The reactants are C(C)OC=1C=C(CN2CCC(CC2)NC(C2=CN=C(C(=C2)C)NC)=O)C=C(C1F)OCC (N-[1-(3,5-Diethoxy-4-fluoro-benzyl)-piperidin-4-yl]-5-methyl-6-methylamino-nicotinamide), C[Si]([N-][Si](C)(C)C)(C)C.[Na+] (sodium hexamethyldisilazide), CI (methyl iodide). Solvent: C1CCOC1 (THF). Product: CN(C1=NC=C(C#N)C=C1C)C (6-Dimethylamino-5-methyl-nicotinonitrile). Reaction SMILES: C(OC1C=C(C=C(OCC)C=1F)CN1CCC([NH:14][C:15](=O)[C:16]2[CH:21]=[C:20]([CH3:22])[C:19]([NH:23][CH3:24])=[N:18][CH:17]=2)CC1)C.[CH3:33][Si](C)(C)[N-][Si](C)(C)C.[Na+].CI>C1COCC1>[CH3:33][N:23]([CH3:24])[C:19]1[C:20]([CH3:22])=[CH:21][C:16]([C:15]#[N:14])=[CH:17][N:18]=1 |f:1.2|. Procedure: 5-Methyl-6-methylamino-nicotinonitrile (example 121, 0.345 g, 2.34 mmol) was dissolved in 3.2 ml of abs. THF and treated at 0° C. with sodium hexamethyldisilazide-solution (1M in THF, 7.03 ml, 3.0 eq.) and, after 5 Min., 4 eq. of methyl iodide (0.58 ml). The mixture was allowed to react for 1 h at room temperature. Pouring onto crashed ice/NH4Cl, twofold extraction with AcOEt, washing with water, drying over sodium sulfate, and evaporation of the solvents, followed by flash chromatography (silic... Reactants: O1CCN(CC1)C1=CC=C(C(=O)O)C=C1 (4-morpholinobenzoic acid), C(=O)(N1C=NC=C1)N1C=NC=C1 (1,1′-carbonyldiimidazole), N[C@@H]1COC2=C(C1)C(=CC=C2)N2CCN(CC2)C ((S)-3-amino-5-(4-methylpiperazin-1-yl)-3,4-dihydro-2H-1-benzopyran), C(=O)(N1C=NC=C1)N1C=NC=C1 (1,1′-carbonyldiimidazole). Solvent: CN(C=O)C (N,N-dimethylformamide), CN(C=O)C (N,N-dimethylformamide). Conditions: time 3 day. Yields the product CN1CCN(CC1)C1=CC=CC2=C1C[C@@H](CO2)NC(C2=CC=C(C=C2)N2CCOCC2)=O ((S)-N-[5-(4-Methylpiperazin-1-yl)-3,4-dihydro-2H-1-benzopyran-3-yl]-4-morpholinobenzamide). Yield: 68.0%. As a reaction SMILES: [O:1]1[CH2:6][CH2:5][N:4]([C:7]2[CH:15]=[CH:14][C:10]([C:11]([OH:13])=O)=[CH:9][CH:8]=2)[CH2:3][CH2:2]1.C(N1C=CN=C1)(N1C=CN=C1)=O.[NH2:28][C@H:29]1[CH2:34][C:33]2[C:35]([N:39]3[CH2:44][CH2:43][N:42]([CH3:45])[CH2:41][CH2:40]3)=[CH:36][CH:37]=[CH:38][C:32]=2[O:31][CH2:30]1>CN(C)C=O>[CH3:45][N:42]1[CH2:43][CH2:44][N:39]([C:35]2[C:33]3[CH2:34][C@H:29]([NH:28][C:11](=[O:13])[C:10]4[CH:9]=[CH:8][C:7]([N:4]5[CH2:3][CH2:2][O:1][CH2:6][CH2:5]5)=[CH:15][CH:14]=4)[CH2:30][O:31][C:32]=3[CH:38]=[CH:37][CH:36]=2)[CH2:40][CH2:41]1. Procedure details: A solution of 4-morpholinobenzoic acid (380 mg, 1.83 mmol; described in: Degutis, J.; Rasteikiene, L.; Degutiene, A. Zh. Org. Khim. 1978, 14(10), 2060-2064) and 1,1′-carbonyldiimidazole (310 mg, 1.92 mmol) in anhydrous N,N-dimethylformamide (12 mL) was stirred at 75° C. for 30 min. The mixture was allowed to cool after which a solution of (S)-3-amino-5-(4-methylpiperazin-1-yl)-3,4-dihydro-2H-1-benzopyran (430 mg, 1.74 mmol) in N,N-dimethylformamide (8 mL) was added. The reaction mixture was stir...